From a dataset of the Open Reaction Database (ORD), a public repository of structured organic reaction records. describe an organic reaction: reactants, conditions, products, and yield Starting materials: C=CCN=C=S, CC#N, CN(C)Cc1ccc2cc(CSCCN)oc2c1. Product: C=CCNC(=S)NCCSCc1cc2ccc(CN(C)C)cc2o1. Reaction SMILES: [CH2:19]([CH:20]=[CH2:21])[N:22]=[C:23]=[S:24].[CH3:25][C:26]#[N:27].[NH2:1][CH2:2][CH2:3][S:4][CH2:5][c:6]1[o:7][c:8]2[c:9]([cH:10]1)[cH:11][cH:12][c:13]([CH2:15][N:16]([CH3:17])[CH3:18])[cH:14]2>>[NH:1]([CH2:2][CH2:3][S:4][CH2:5][c:6]1[o:7][c:8]2[c:9]([cH:10]1)[cH:11][cH:12][c:13]([CH2:15][N:16]([CH3:17])[CH3:18])[cH:14]2)[C:23]([NH:22][CH2:19][CH:20]=[CH2:21])=[S:24].